From a dataset of the Open Reaction Database (ORD), a public repository of structured organic reaction records. describe an organic reaction: reactants, conditions, products, and yield The reactants are CC(=O)C (acetone), C(Br)(Br)(Br)Br (carbon tetrabromide), C1(=CC=CC=C1)P(C1=CC=CC=C1)C1=CC=CC=C1 (triphenylphosphine), [Si](C)(C)(C(C)(C)C)OCC1=CC(=C(OC(C(=O)OC)C2=CC=CC=C2)C=C1)CC=C (Methyl 2-(4-Tert-Butyldimethylsilyloxymethyl -2-Allylphenoxy)-2-Phenylacetate). The solvent is CC#N (CH3CN). Run at time 30 minute. The product is BrCC1=CC(=C(OC(C(=O)OC)C2=CC=CC=C2)C=C1)CC=C (Methyl 2-(4-Bromomethyl-2-Allylphenoxy)-2-Phenylacetate). Isolated yield 62.6%. As a reaction SMILES: [Si](O[CH2:9][C:10]1[CH:27]=[CH:26][C:13]([O:14][CH:15]([C:20]2[CH:25]=[CH:24][CH:23]=[CH:22][CH:21]=2)[C:16]([O:18][CH3:19])=[O:17])=[C:12]([CH2:28][CH:29]=[CH2:30])[CH:11]=1)(C(C)(C)C)(C)C.C(Br)(Br)(Br)[Br:32].C1(P(C2C=CC=CC=2)C2C=CC=CC=2)C=CC=CC=1.CC(C)=O>CC#N>[Br:32][CH2:9][C:10]1[CH:27]=[CH:26][C:13]([O:14][CH:15]([C:20]2[CH:25]=[CH:24][CH:23]=[CH:22][CH:21]=2)[C:16]([O:18][CH3:19])=[O:17])=[C:12]([CH2:28][CH:29]=[CH2:30])[CH:11]=1. Procedure: To a cooled (0° C.) solution of the product of Step D (156 mg, 0.366 mmol) in CH3CN (2 mL), were added carbon tetrabromide (182 mg, 0.55 mmol) and triphenylphosphine (144 mg, 0.55 mmol). After 30 minutes at 0° C., the reaction mixture was allowed to warm to room temperature, at which point acetone (40 mL, 0.55 mmol) was added. After 16 hours at room temperature, the reaction mixture was filtered, the filtrate was concentrated in vacuo, and the residue was purified on a silica gel flash chromatog...